Dataset: the Open Reaction Database (ORD), a public repository of structured organic reaction records. Task: describe an organic reaction: reactants, conditions, products, and yield Reported procedure: 144 Grams of N-(2-methoxyethyl)-piperazine and 157.5 grams of 3-bromo-1-chloropropane were dissolved in 500 milliliters of ethanol and refluxed for 2 hours. The ethanol was evaporated, the residue dissolved in water, the aqueous solution made alkaline with sodium hydroxide solution, the solution extracted with ether, the ether solution separated, washed with water, dried and evaporated. 110 grams of 4-(2-methoxyethyl)-1-(3-chloropropyl)piperazine was thus obtained as a yellow oil. Product: COCCN1CCN(CC1)CCCCl (4-(2-methoxyethyl)-1-(3-chloropropyl)piperazine). As a reaction SMILES: [CH3:1][O:2][CH2:3][CH2:4][N:5]1[CH2:10][CH2:9][NH:8][CH2:7][CH2:6]1.Br[CH2:12][CH2:13][CH2:14][Cl:15]>C(O)C>[CH3:1][O:2][CH2:3][CH2:4][N:5]1[CH2:10][CH2:9][N:8]([CH2:12][CH2:13][CH2:14][Cl:15])[CH2:7][CH2:6]1. Reactants: COCCN1CCNCC1 (N-(2-methoxyethyl)-piperazine), BrCCCCl (3-bromo-1-chloropropane). The solvent is C(C)O (ethanol). The reactants are C1(CCCCC1)CN1C=C(C2=CC=CC(=C12)OC)C=1SC(=C(N1)C)COS(=O)(=O)C (1-cyclohexylmethyl-3-(5-methanesulfonyloxymethyl-4-methylthiazol-2-yl)-7-methoxy-1H-indole), C([O-])([O-])=O.[K+].[K+] (potassium carbonate), [I-].[Na+] (sodium iodide), C(C)NCC (diethylamine). Run in C1CCOC1 (THF), C(C)#N (acetonitrile). Product: C1(CCCCC1)CN1C=C(C2=CC=CC(=C12)OC)C=1SC(=C(N1)C)CN(CC)CC (1-cyclohexylmethyl-3-(5-diethylaminomethyl-4-methylthiazol-2-yl)-7-methoxy-1H-indole). Yield: 45.7%. As a reaction SMILES: [CH:1]1([CH2:7][N:8]2[C:16]3[C:11](=[CH:12][CH:13]=[CH:14][C:15]=3[O:17][CH3:18])[C:10]([C:19]3[S:20][C:21]([CH2:25]OS(C)(=O)=O)=[C:22]([CH3:24])[N:23]=3)=[CH:9]2)[CH2:6][CH2:5][CH2:4][CH2:3][CH2:2]1.C(=O)([O-])[O-].[K+].[K+].[I-].[Na+].[CH2:39]([NH:41][CH2:42][CH3:43])[CH3:40]>C1COCC1.C(#N)C>[CH:1]1([CH2:7][N:8]2[C:16]3[C:11](=[CH:12][CH:13]=[CH:14][C:15]=3[O:17][CH3:18])[C:10]([C:19]3[S:20][C:21]([CH2:25][N:41]([CH2:42][CH3:43])[CH2:39][CH3:40])=[C:22]([CH3:24])[N:23]=3)=[CH:9]2)[CH2:2][CH2:3][CH2:4][CH2:5][CH2:6]1 |f:1.2.3,4.5|. Procedure details: To a solution of 1-cyclohexylmethyl-3-(5-ethoxycarbonyl-4-methylthiazol-2-yl)-7-methoxy-1H-indole (680 mg, 1.65 mmol) in THF (20 ml) was added lithium aluminium hydride (125 mg, 3.30 mmol) at 0° C. The mixture was stirred at 0° C. for 1 h, then quenched with ice water and extracted with dichloromethane. The combined organic layers were washed with brine, dried over sodium sulfate and concentrated. The residue was purified by flash chromatography eluting with 25-50% (v/v) ethyl acetate in heptane...